describe an organic reaction: reactants, conditions, products, and yield From a dataset of the Open Reaction Database (ORD), a public repository of structured organic reaction records. Reactants: C[Mg]Br (Methylmagnesium bromide), BrC=1C=C(C=NC1)C=O (5-bromo-pyridine-3-carbaldehyde). Run in C1CCOC1 (THF). Conditions: temperature 0 celsius. Product: BrC=1C=C(C=NC1)C(C)O (1-(5-Bromo-pyridin-3-yl)-ethanol), crude product. Yield: 98.0%. As a reaction SMILES: [CH3:1][Mg]Br.[Br:4][C:5]1[CH:6]=[C:7]([CH:11]=[O:12])[CH:8]=[N:9][CH:10]=1>C1COCC1>[Br:4][C:5]1[CH:6]=[C:7]([CH:11]([OH:12])[CH3:1])[CH:8]=[N:9][CH:10]=1. Reported procedure: Methylmagnesium bromide (1M in THF, 12 mL, 12 mmol) was added dropwise to a solution of 5-bromo-pyridine-3-carbaldehyde (1.85, 10 mmol) in dry THF (20 mL) at −78° C. The resulting mixture was slowly warmed up to 0° C. during a 2 hour period and then quenched by aq. satd. NH4Cl solution. After extraction with DCM, the organic layer was washed with brine, dried over anhy. Na2SO4, filtered and concentrated in vacuo to give title compound as a crude product (1.9 g, 98%). Starting materials: Cl.C(C)(C)N(C(C)=O)C1CCNCC1 (N-isopropyl-N-(piperidin-4-yl)acetamide hydrogen chloride), FC1=CC=C(C=O)C=C1 (4-fluorobenzaldehyde), C(=O)([O-])[O-].[K+].[K+] (K2CO3). The solvent is CN(C)C=O (DMF), O (water). Run at temperature 120 celsius. The product is C(=O)C1=CC=C(C=C1)N1CCC(CC1)N(C(C)=O)C(C)C (N-(1-(4-formylphenyl)piperidin-4-yl)-N-isopropylacetamide). Isolated yield 71.3%. Reaction SMILES: Cl.[CH:2]([N:5]([CH:9]1[CH2:14][CH2:13][NH:12][CH2:11][CH2:10]1)[C:6](=[O:8])[CH3:7])([CH3:4])[CH3:3].F[C:16]1[CH:23]=[CH:22][C:19]([CH:20]=[O:21])=[CH:18][CH:17]=1.C([O-])([O-])=O.[K+].[K+]>CN(C=O)C.O>[CH:20]([C:19]1[CH:22]=[CH:23][C:16]([N:12]2[CH2:11][CH2:10][CH:9]([N:5]([CH:2]([CH3:4])[CH3:3])[C:6](=[O:8])[CH3:7])[CH2:14][CH2:13]2)=[CH:17][CH:18]=1)=[O:21] |f:0.1,3.4.5|. Procedure: To a solution of N-isopropyl-N-(piperidin-4-yl)acetamide hydrogen chloride (0.260 g, 1.41 mmol) in DMF (5 mL) was added 4-fluorobenzaldehyde (0.18 mL, 1.69 mmol) and K2CO3 (0.233 g, 1.69 mmol). The resulting solution was heated to 120° C. overnight, and cooled. The cooled solution was diluted with water and extracted with CH2Cl2. The organics were washed with brine, dried over anhydrous Na2SO4, filtered, and concentrated in vacuo. The material was purified by flash chromatography on silica gel, ... Reactants: C([O-])([O-])=O.[K+].[K+] (potassium carbonate), C(#N)C1(CCN(CC1)C(=O)OC(C)(C)C)CCOS(=O)(=O)C (tert-butyl 4-cyano-4-(2-((methylsulfonyl)oxy)ethyl)piperidine-1-carboxylate), COC1=CC=C2C(=CC(NC2=C1)=O)C (7-methoxy-4-methylquinolin-2(1H)-one), [H-].[Na+] (sodium hydride). Solvent: CN(C=O)C (N,N-dimethylformamide), C(C)(=O)OCC (ethyl acetate), O (water), CN(C=O)C (N,N-dimethylformamide). Run at time 40 minute. Yields the product C(#N)C1(CCN(CC1)C(=O)OC(C)(C)C)CCN1C(C=C(C2=CC=C(C=C12)OC)C)=O (tert-butyl 4-cyano-4-(2-(7-methoxy-4-methyl-2-oxo-1,2-dihydroquinolin-1-yl)ethyl)piperidine-1-carboxylate). Reaction SMILES: [CH3:1][O:2][C:3]1[CH:12]=[C:11]2[C:6]([C:7]([CH3:14])=[CH:8][C:9](=[O:13])[NH:10]2)=[CH:5][CH:4]=1.[H-].[Na+].[C:17]([C:19]1([CH2:32][CH2:33]OS(C)(=O)=O)[CH2:24][CH2:23][N:22]([C:25]([O:27][C:28]([CH3:31])([CH3:30])[CH3:29])=[O:26])[CH2:21][CH2:20]1)#[N:18].C(=O)([O-])[O-].[K+].[K+]>C(OCC)(=O)C.O.CN(C)C=O>[C:17]([C:19]1([CH2:32][CH2:33][N:10]2[C:11]3[C:6](=[CH:5][CH:4]=[C:3]([O:2][CH3:1])[CH:12]=3)[C:7]([CH3:14])=[CH:8][C:9]2=[O:13])[CH2:24][CH2:23][N:22]([C:25]([O:27][C:28]([CH3:30])([CH3:29])[CH3:31])=[O:26])[CH2:21][CH2:20]1)#[N:18] |f:1.2,4.5.6|. Procedure details: To 5 mL of an N,N-dimethylformamide solution containing 0.19 g of 7-methoxy-4-methylquinolin-2(1H)-one, 47 mg of a 60% aqueous sodium hydride solution was added at 50° C., and the mixture was stirred at the same temperature for 40 minutes. Thereto was added dropwise 4 mL of an N,N-dimethylformamide solution containing 0.36 g of tert-butyl 4-cyano-4-(2-((methylsulfonyl)oxy)ethyl)piperidine-1-carboxylate at 50° C., and the mixture was stirred at 50 to 55° C. for 3 hours. Thereto was added 0.27 g o... The reactants are O=C(O)C=Cc1cccc(CNc2nc3ccccc3n2C2OC(CO)C(O)C2O)c1, C, CO, [Pd]. The product is O=C(O)CCc1cccc(CNc2nc3ccccc3n2C2OC(CO)C(O)C2O)c1. As a reaction SMILES: [C:1](=[O:2])([OH:3])[CH:4]=[CH:5][c:6]1[cH:7][c:8]([CH2:9][NH:10][c:11]2[n:12][c:13]3[c:14]([n:15]2[CH:16]2[CH:17]([OH:18])[CH:19]([OH:20])[CH:21]([CH2:23][OH:24])[O:22]2)[cH:25][cH:26][cH:27][cH:28]3)[cH:29][cH:30][cH:31]1.[C:34].[CH3:32][OH:33].[Pd:35]>>[C:1](=[O:2])([OH:3])[CH2:4][CH2:5][c:6]1[cH:7][c:8]([CH2:9][NH:10][c:11]2[n:12][c:13]3[c:14]([n:15]2[CH:16]2[CH:17]([OH:18])[CH:19]([OH:20])[CH:21]([CH2:23][OH:24])[O:22]2)[cH:25][cH:26][cH:27][cH:28]3)[cH:29][cH:30][cH:31]1.